describe an organic reaction: reactants, conditions, products, and yield From a dataset of the Open Reaction Database (ORD), a public repository of structured organic reaction records. The reactants are C(C1=CC=CC=C1)C(C(=O)OCC)CS(=O)(=O)Cl (ethyl 2-benzyl-3-chlorosulphonylpropionate), C(C)(C)(C)OC([C@H]1NCCC1)=O (L-proline tert-butyl ester). The solvent is C(C)N(CC)CC (triethylamine). The product is C(C)(C)(C)OC([C@H]1N(CCC1)S(=O)(=O)CC(CC1=CC=CC=C1)C(=O)OCC)=O (1-[[(RS)-2-(ethoxycarbonyl)-3-phenylpropyl]sulphonyl]-L-proline tert-butyl ester). Reaction SMILES: [CH2:1]([CH:8]([CH2:14][S:15](Cl)(=[O:17])=[O:16])[C:9]([O:11][CH2:12][CH3:13])=[O:10])[C:2]1[CH:7]=[CH:6][CH:5]=[CH:4][CH:3]=1.[C:19]([O:23][C:24](=[O:30])[C@@H:25]1[CH2:29][CH2:28][CH2:27][NH:26]1)([CH3:22])([CH3:21])[CH3:20]>C(N(CC)CC)C>[C:19]([O:23][C:24](=[O:30])[C@@H:25]1[CH2:29][CH2:28][CH2:27][N:26]1[S:15]([CH2:14][CH:8]([C:9]([O:11][CH2:12][CH3:13])=[O:10])[CH2:1][C:2]1[CH:7]=[CH:6][CH:5]=[CH:4][CH:3]=1)(=[O:17])=[O:16])([CH3:22])([CH3:20])[CH3:21]. Reported procedure: In an analogous manner to that described above, by reacting ethyl 2-benzyl-3-chlorosulphonylpropionate with L-proline tert-butyl ester in the presence of triethylamine there is obtained 1-[[(RS)-2-(ethoxycarbonyl)-3-phenylpropyl]sulphonyl]-L-proline tert-butyl ester which is converted into (S)-α-[[[(S)-2-(tert-butyloxycarbonyl)-1-pyrrolidinyl]sulphonyl]methyl]hydrocinnamic acid by enzymatic hydrolysis using α-chymotrypsin. Solvent: O1CCOCC1 (dioxane). Reported procedure: A mixture of 7-(1-benzylpiperidin-4-yl)-7,9-dihydro-8H-purin-8-one (1.2 g, 3.7 mmol) in 4N hydrogen chloride in dioxane (50 mL), was stirred vigorously at room temperature for 3 h. The reaction was concentrated in vacuo to give the title compound as a white solid. MS 220 (M+1) Product: Cl.N1CCC(CC1)N1C(NC2=NC=NC=C12)=O (7-Piperidin-4-yl-7,9-dihydro-8H-purin-8-one hydrochloride). Reaction SMILES: C([N:8]1[CH2:13][CH2:12][CH:11]([N:14]2[C:22]3[C:17](=[N:18][CH:19]=[N:20][CH:21]=3)[NH:16][C:15]2=[O:23])[CH2:10][CH2:9]1)C1C=CC=CC=1.[ClH:24]>O1CCOCC1>[ClH:24].[NH:8]1[CH2:13][CH2:12][CH:11]([N:14]2[C:22]3[C:17](=[N:18][CH:19]=[N:20][CH:21]=3)[NH:16][C:15]2=[O:23])[CH2:10][CH2:9]1 |f:3.4|. Reaction conditions: time 3 hour. Reactants: C(C1=CC=CC=C1)N1CCC(CC1)N1C(NC2=NC=NC=C12)=O (7-(1-benzylpiperidin-4-yl)-7,9-dihydro-8H-purin-8-one), Cl (hydrogen chloride). Reactants: ClCCl, CC(=O)[O-], CC1(C)CCCC(C)(C)N1O, CC(C)=O, O=c1n(Cl)c(=O)n(Cl)c(=O)n1Cl, O=[N+]([O-])c1ccc(CO)cc1, [Na+]. Product: O=Cc1ccc([N+](=O)[O-])cc1. RXN SMILES: [CH2:40]([Cl:41])[Cl:42].[CH3:13][C:14](=[O:15])[O-:16].[CH3:17][C:18]1([CH3:27])[N:19]([O:20])[C:21]([CH3:22])([CH3:23])[CH2:24][CH2:25][CH2:26]1.[CH3:43][C:44](=[O:45])[CH3:46].[Cl:28][n:29]1[c:30](=[O:31])[n:32]([Cl:33])[c:34](=[O:35])[n:36]([Cl:37])[c:38]1=[O:39].[N+:1](=[O:2])([O-:3])[c:4]1[cH:5][cH:6][c:7]([CH2:8][OH:9])[cH:10][cH:11]1.[Na+:12]>>[N+:1](=[O:2])([O-:3])[c:4]1[cH:5][cH:6][c:7]([CH:8]=[O:9])[cH:10][cH:11]1. Reactants: ClCCl, C[Si](C)(C)CCOCCl, CCN(C(C)C)C(C)C, O=Cc1ccc(O)c(Cl)c1, O. Product: C[Si](C)(C)CCOCOc1ccc(C=O)cc1Cl. RXN SMILES: [CH2:30]([Cl:31])[Cl:32].[CH3:20][Si:21]([CH2:22][CH2:23][O:24][CH2:25][Cl:26])([CH3:27])[CH3:28].[CH:11]([N:12]([CH:13]([CH3:14])[CH3:15])[CH2:16][CH3:17])([CH3:18])[CH3:19].[Cl:1][c:2]1[c:3]([OH:10])[cH:4][cH:5][c:6]([CH:7]=[O:8])[cH:9]1.[OH2:29]>>[Cl:1][c:2]1[c:3]([O:10][CH2:25][O:24][CH2:23][CH2:22][Si:21]([CH3:20])([CH3:27])[CH3:28])[cH:4][cH:5][c:6]([CH:7]=[O:8])[cH:9]1. The reactants are C(C)(=O)C1=CC(=C(S1)C1=CC=C(C=C1)F)C1=CC=C(C=C1)S(=O)(=O)C (5-acetyl-2-(4-fluorophenyl)-3-[4-(methylsulfonyl)phenyl]thiophene), Cl.CON (methoxyamine hydrochloride), N1=CC=CC=C1 (pyridine). The solvent is O1CCOCC1 (dioxane). Conditions: time 1 hour. Product: FC1=CC=C(C=C1)C=1SC(=CC1C1=CC=C(C=C1)S(=O)(=O)C)C(C)=NOC (2-(4-fluorophenyl)-5-[-1-(methoxyimino)ethyl]-3-[4-(methylsulfonyl)phenyl]thiophene). The yield is 46.7%. RXN SMILES: [C:1]([C:4]1[S:8][C:7]([C:9]2[CH:14]=[CH:13][C:12]([F:15])=[CH:11][CH:10]=2)=[C:6]([C:16]2[CH:21]=[CH:20][C:19]([S:22]([CH3:25])(=[O:24])=[O:23])=[CH:18][CH:17]=2)[CH:5]=1)(=O)[CH3:2].Cl.[CH3:27][O:28][NH2:29].N1C=CC=CC=1>O1CCOCC1>[F:15][C:12]1[CH:13]=[CH:14][C:9]([C:7]2[S:8][C:4]([C:1](=[N:29][O:28][CH3:27])[CH3:2])=[CH:5][C:6]=2[C:16]2[CH:17]=[CH:18][C:19]([S:22]([CH3:25])(=[O:24])=[O:23])=[CH:20][CH:21]=2)=[CH:10][CH:11]=1 |f:1.2|. Reported procedure: A mixture of 5-acetyl-2-(4-fluorophenyl)-3-[4-(methylsulfonyl)phenyl]thiophene (1.35 g), methoxyamine hydrochloride (0.45 g) and pyridine (0.44 ml) in dioxane (17 ml) was stirred at ambient temperature for 1 hour. The mixture was concentrated, and the residue was triturated with water, filtered, washed with water and dried. The crude crystals were recrystallized from ethyl acetate to give pure crystals of 2-(4-fluorophenyl)-5-[-1-(methoxyimino)ethyl]-3-[4-(methylsulfonyl)phenyl]thiophene (0.68 g... The reactants are BrC=1C=C(CN(C(=O)C2=C(C=C(C(=C2)C(=O)O)C(=O)O)C(=O)O)[C@H]2CCCC3=CC=CC=C23)C=CC1 (5-({(3-bromobenzyl)[(1S)-1,2,3,4-tetrahydro-1-naphthalenyl]amino}carbonyl)-1,2,4-benzenetricarboxylic acid), COC=1C=C(C=C(C1OC)OC)B(O)O (3,4,5-trimethoxyphenylboronic acid). The product is [C@@H]1(CCCC2=CC=CC=C12)N(C(=O)C1=C(C=C(C(=C1)C(=O)O)C(=O)O)C(=O)O)CC=1C=C(C=CC1)C1=CC(=C(C(=C1)OC)OC)OC (5-({(1S)-1,2,3,4-tetrahydro-1-naphthalenyl[(3′,4′,5′-trimethoxy[1,1′-biphenyl]-3-yl)methyl]amino}carbonyl)-1,2,4-benzenetricarboxylic acid). RXN SMILES: Br[C:2]1[CH:3]=[C:4]([CH:34]=[CH:35][CH:36]=1)[CH2:5][N:6]([C@@H:24]1[C:33]2[C:28](=[CH:29][CH:30]=[CH:31][CH:32]=2)[CH2:27][CH2:26][CH2:25]1)[C:7]([C:9]1[CH:14]=[C:13]([C:15]([OH:17])=[O:16])[C:12]([C:18]([OH:20])=[O:19])=[CH:11][C:10]=1[C:21]([OH:23])=[O:22])=[O:8].[CH3:37][O:38][C:39]1[CH:40]=[C:41](B(O)O)[CH:42]=[C:43]([O:47][CH3:48])[C:44]=1[O:45][CH3:46]>>[C@@H:24]1([N:6]([CH2:5][C:4]2[CH:34]=[C:35]([C:41]3[CH:40]=[C:39]([O:38][CH3:37])[C:44]([O:45][CH3:46])=[C:43]([O:47][CH3:48])[CH:42]=3)[CH:36]=[CH:2][CH:3]=2)[C:7]([C:9]2[CH:14]=[C:13]([C:15]([OH:17])=[O:16])[C:12]([C:18]([OH:20])=[O:19])=[CH:11][C:10]=2[C:21]([OH:23])=[O:22])=[O:8])[C:33]2[C:28](=[CH:29][CH:30]=[CH:31][CH:32]=2)[CH2:27][CH2:26][CH2:25]1. Procedure: The product from Example 15B (165 mg, 0.3 mmol) and 3,4,5-trimethoxyphenylboronic acid were processed as described in Example 85 to provide the title compound.